Dataset: the Open Reaction Database (ORD), a public repository of structured organic reaction records. Task: describe an organic reaction: reactants, conditions, products, and yield Reactants: CCOC(=O)CC1(O)c2cc(OC)ccc2CCC1Cl, Cl, O=S(=O)(OS(=O)(=O)C(F)(F)F)C(F)(F)F, c1ccncc1. Product: CCOC(=O)CC1=C(Cl)CCc2ccc(OC)cc21. As a reaction SMILES: [CH2:1]([CH3:2])[O:3][C:4]([CH2:5][C:6]1([OH:19])[CH:7]([Cl:18])[CH2:8][CH2:9][c:10]2[cH:11][cH:12][c:13]([O:16][CH3:17])[cH:14][c:15]21)=[O:20].[ClH:36].[F:21][C:22]([F:23])([F:24])[S:25]([O:26][S:27]([C:28]([F:29])([F:30])[F:31])(=[O:32])=[O:33])(=[O:34])=[O:35].[cH:37]1[cH:38][cH:39][n:40][cH:41][cH:42]1>>[CH2:1]([CH3:2])[O:3][C:4]([CH2:5][C:6]1=[C:7]([Cl:18])[CH2:8][CH2:9][c:10]2[cH:11][cH:12][c:13]([O:16][CH3:17])[cH:14][c:15]21)=[O:20].